This data is from the Open Reaction Database (ORD), a public repository of structured organic reaction records. The task is: describe an organic reaction: reactants, conditions, products, and yield Reactants: [Br-], O=C([O-])[O-], COC(=O)OC(C)Cl, CCn1ncc(C(=O)c2ccc(S(C)(=O)=O)c(OCCOC)c2C)c1O, CCC(C)=O, CCCC[N+](CCCC)(CCCC)CCCC, [K+], [K+], O. Product: CCn1ncc(C(=O)c2ccc(S(C)(=O)=O)c(OCCOC)c2C)c1OC(C)OC(=O)OC. Reaction SMILES: [Br-:47].[C:27](=[O:28])([O-:29])[O-:30].[C:33]([O:34][CH:35]([CH3:36])[Cl:37])([O:38][CH3:39])=[O:40].[CH3:1][O:2][CH2:3][CH2:4][O:5][c:6]1[c:7]([CH3:26])[c:8]([C:16](=[O:17])[c:18]2[cH:19][n:20][n:21]([CH2:24][CH3:25])[c:22]2[OH:23])[cH:9][cH:10][c:11]1[S:12](=[O:13])(=[O:14])[CH3:15].[CH3:42][C:43](=[O:44])[CH2:45][CH3:46].[CH3:48][CH2:49][CH2:50][CH2:51][N+:52]([CH2:53][CH2:54][CH2:55][CH3:56])([CH2:57][CH2:58][CH2:59][CH3:60])[CH2:61][CH2:62][CH2:63][CH3:64].[K+:31].[K+:32].[OH2:41]>>[CH3:1][O:2][CH2:3][CH2:4][O:5][c:6]1[c:7]([CH3:26])[c:8]([C:16](=[O:17])[c:18]2[cH:19][n:20][n:21]([CH2:24][CH3:25])[c:22]2[O:23][CH:35]([O:34][C:33]([O:38][CH3:39])=[O:40])[CH3:36])[cH:9][cH:10][c:11]1[S:12](=[O:13])(=[O:14])[CH3:15].